From a dataset of the Open Reaction Database (ORD), a public repository of structured organic reaction records. describe an organic reaction: reactants, conditions, products, and yield Reactants: ClC=1C=CC(=C(C1)C1=CC(N(C=C1OC)C(C(=O)NC1=CC=C(C(=O)OC(C)(C)C)C=C1)CCOC)=O)OC(F)F (tert-butyl 4-[(2-{4-[5-chloro-2-(difluoromethoxy)phenyl]-5-methoxy-2-oxopyridin-1(2H)-yl}4-methoxybutanoyl)amino]benzoate), C(=O)(C(F)(F)F)O (TFA). Product: ClC=1C=CC(=C(C1)C1=CC(N(C=C1OC)C(C(=O)NC1=CC=C(C(=O)O)C=C1)CCOC)=O)OC(F)F (4-[(2-{4-[5-Chloro-2-(difluoromethoxy)phenyl]-5-methoxy-2-oxopyridin-1(2H)-yl}-4-methoxybutanoyl)amino]benzoic acid). As a reaction SMILES: [Cl:1][C:2]1[CH:3]=[CH:4][C:5]([O:38][CH:39]([F:41])[F:40])=[C:6]([C:8]2[C:13]([O:14][CH3:15])=[CH:12][N:11]([CH:16]([CH2:33][CH2:34][O:35][CH3:36])[C:17]([NH:19][C:20]3[CH:32]=[CH:31][C:23]([C:24]([O:26]C(C)(C)C)=[O:25])=[CH:22][CH:21]=3)=[O:18])[C:10](=[O:37])[CH:9]=2)[CH:7]=1.C(O)(C(F)(F)F)=O>>[Cl:1][C:2]1[CH:3]=[CH:4][C:5]([O:38][CH:39]([F:41])[F:40])=[C:6]([C:8]2[C:13]([O:14][CH3:15])=[CH:12][N:11]([CH:16]([CH2:33][CH2:34][O:35][CH3:36])[C:17]([NH:19][C:20]3[CH:32]=[CH:31][C:23]([C:24]([OH:26])=[O:25])=[CH:22][CH:21]=3)=[O:18])[C:10](=[O:37])[CH:9]=2)[CH:7]=1. Procedure details: 66 mg (0.11 mmol) of tert-butyl 4-[(2-{4-[5-chloro-2-(difluoromethoxy)phenyl]-5-methoxy-2-oxopyridin-1(2H)-yl}4-methoxybutanoyl)amino]benzoate (racemate) were hydrolysed with TFA according to General Method 2. The crude product was purified by preparative HPLC (Reprosil C18, water/acetonitrile gradient). Yield: 31 mg (52% of theory) Starting materials: C(C)(=O)NC=1N=C(C2=C(N1)N=CC(=C2)C=CC2=CC=C(C(=O)N[C@@H](CCC(=O)OCC)C(=O)OCC)C=C2)O (diethyl N-(4-[2-(2-acetamido-4-hydroxypyrido[2,3-d]pyrimidin-6-yl)ethenyl]benzoyl)-L-glutamate), [H][H] (hydrogen). Reagents/catalysts: [Pd] (Pd/C). The solvent is FC(C(=O)O)(F)F (trifluoroacetic acid). The product is C(C)(=O)NC=1N=C(C2=C(N1)N=CC(=C2)CCC2=CC=C(C(=O)N[C@@H](CCC(=O)OCC)C(=O)OCC)C=C2)O (diethyl N-(4-[2-(2-acetamido-4-hydroxypyrido[2,3-d]pyrimidin-6-yl)ethyl]benzoyl)-L-glutamate). Isolated yield 56.0%. RXN SMILES: [C:1]([NH:4][C:5]1[N:6]=[C:7]([OH:39])[C:8]2[CH:14]=[C:13]([CH:15]=[CH:16][C:17]3[CH:38]=[CH:37][C:20]([C:21]([NH:23][C@H:24]([C:32]([O:34][CH2:35][CH3:36])=[O:33])[CH2:25][CH2:26][C:27]([O:29][CH2:30][CH3:31])=[O:28])=[O:22])=[CH:19][CH:18]=3)[CH:12]=[N:11][C:9]=2[N:10]=1)(=[O:3])[CH3:2].[H][H]>FC(F)(F)C(O)=O.[Pd]>[C:1]([NH:4][C:5]1[N:6]=[C:7]([OH:39])[C:8]2[CH:14]=[C:13]([CH2:15][CH2:16][C:17]3[CH:18]=[CH:19][C:20]([C:21]([NH:23][C@H:24]([C:32]([O:34][CH2:35][CH3:36])=[O:33])[CH2:25][CH2:26][C:27]([O:29][CH2:30][CH3:31])=[O:28])=[O:22])=[CH:37][CH:38]=3)[CH:12]=[N:11][C:9]=2[N:10]=1)(=[O:3])[CH3:2]. Reported procedure: A solution of diethyl N-(4-[2-(2-acetamido-4-hydroxypyrido[2,3-d]pyrimidin-6-yl)ethenyl]benzoyl)-L-glutamate in 30 mL of trifluoroacetic acid was hydrogenated at 55 psi of hydrogen in the presence of 1.0 g of 5% Pd/C at room temperature for 14 hours. The catalyst was removed by filtration, the filtrate evaporated under reduced pressure, and the residual solid partitioned between 100 mL of chloroform and 50 ml of 2N aqueous sodium carbonate. The organic phase was separated, dried over anhydrous m... The solvent is C1CCOC1 (THF). Starting materials: ClC=1C=C(C=CC1Cl)/C=C/C(=O)N1CCNC(CC1)=O (1-[(E)-3-(3,4-dichloro-phenyl)-acryloyl]-[1,4]diazepan-5-one), intermediate 1A, BrCCC(=O)N(C)OC (3-bromo-N-methoxy-N-methyl-propionamide), intermediate 2C, OS(=O)(=O)[O-].[K+] (KHSO4), [H-].[Na+] (NaH), [H-].[Na+] (NaH), [H-].[Na+] (NaH). Yields the product ClC=1C=C(C=CC1Cl)/C=C/C(=O)N1CCN(C(CC1)=O)CCC(=O)N(C)OC (3-{4-[(E)-3-(3,4-Dichloro-phenyl)-acryloyl]-7-oxo-[1,4]diazepan-1-yl}-N-methoxy-N-methyl-propionamide). Reaction SMILES: [Cl:1][C:2]1[CH:3]=[C:4](/[CH:9]=[CH:10]/[C:11]([N:13]2[CH2:19][CH2:18][C:17](=[O:20])[NH:16][CH2:15][CH2:14]2)=[O:12])[CH:5]=[CH:6][C:7]=1[Cl:8].Br[CH2:22][CH2:23][C:24]([N:26]([O:28][CH3:29])[CH3:27])=[O:25].[H-].[Na+].OS([O-])(=O)=O.[K+]>C1COCC1>[Cl:1][C:2]1[CH:3]=[C:4](/[CH:9]=[CH:10]/[C:11]([N:13]2[CH2:19][CH2:18][C:17](=[O:20])[N:16]([CH2:22][CH2:23][C:24]([N:26]([O:28][CH3:29])[CH3:27])=[O:25])[CH2:15][CH2:14]2)=[O:12])[CH:5]=[CH:6][C:7]=1[Cl:8] |f:2.3,4.5|. Procedure details: A suspension of 10.02 g (32.00 mmol) of 1-[(E)-3-(3,4-dichloro-phenyl)-acryloyl]-[1,4]diazepan-5-one (intermediate 1A]) and 6.27 g (32.00 mmol) of 3-bromo-N-methoxy-N-methyl-propionamide (intermediate 2C]) in 225 ml of THF was treated at 0° C. with 1.54 g (35.20 mmol) of NaH (55% in oil) in two portions. The suspension was stirred 4 h at RT, cooled and treated again at 0° C. with 1.54 g (35.20 mmol) of NaH (55% in oil) in two portions. The reaction was warmed up to RT over night, treated a third... The yield is 65.4%. Reaction conditions: time 4 hour. The reactants are C(C)OC(C(C)(C)OC1=C(C=C(C=C1)Cl)C=O)=O (2-(4-chloro-2-formyl-phenoxy)-2-methyl-propionic acid ethyl ester), ClC1=CC=C2CC(NC2=C1)=O (6-chlorooxindole), N1CCCC1 (pyrrolidine). The solvent is CO (methanol). Run at temperature 70 celsius. The product is C(C)OC(C(C)(C)OC1=C(C=C(C=C1)Cl)\C=C\1/C(NC2=CC(=CC=C12)Cl)=O)=O (Z-2-[4-chloro-2-(6-chloro-2-oxo-1,2-dihydro-indol-3-ylidenemethyl)-phenoxy]-2-methyl-propionic acid ethyl ester). Yield: 77.9%. RXN SMILES: [CH2:1]([O:3][C:4](=[O:18])[C:5]([O:8][C:9]1[CH:14]=[CH:13][C:12]([Cl:15])=[CH:11][C:10]=1[CH:16]=O)([CH3:7])[CH3:6])[CH3:2].[Cl:19][C:20]1[CH:28]=[C:27]2[C:23]([CH2:24][C:25](=[O:29])[NH:26]2)=[CH:22][CH:21]=1.N1CCCC1>CO>[CH2:1]([O:3][C:4](=[O:18])[C:5]([O:8][C:9]1[CH:14]=[CH:13][C:12]([Cl:15])=[CH:11][C:10]=1/[CH:16]=[C:24]1\[C:25](=[O:29])[NH:26][C:27]2[C:23]\1=[CH:22][CH:21]=[C:20]([Cl:19])[CH:28]=2)([CH3:7])[CH3:6])[CH3:2]. Procedure details: 2-(4-chloro-2-formyl-phenoxy)-2-methyl-propionic acid ethyl ester (7 g, 26 mmol) and 6-chlorooxindole (3.6 g, 22 mmol) were mixed in anhydrous methanol (30 mL) at room temperature. Then pyrrolidine (1.85 g, 26 mmol) was added slowly. The reaction mixture was heated at 70° C. for 3 h. Then the mixture was cooled to room temperature and filtered. The precipitate was dried and collected to give E/Z-2-[4-chloro-2-(6-chloro-2-oxo-1,2-dihydro-indol-3-ylidenemethyl)-phenoxy]-2-methyl-propionic acid eth... The reactants are CCC1CO1, CO, CC(C)c1cccc(N)c1. Product: CCC(O)CNc1cccc(C(C)C)c1. As a reaction SMILES: [CH2:11]1[CH:12]([CH2:13][CH3:14])[O:15]1.[CH3:16][OH:17].[CH:1]([CH3:2])([CH3:3])[c:4]1[cH:5][c:6]([NH2:7])[cH:8][cH:9][cH:10]1>>[CH:1]([CH3:2])([CH3:3])[c:4]1[cH:5][c:6]([NH:7][CH2:11][CH:12]([CH2:13][CH3:14])[OH:15])[cH:8][cH:9][cH:10]1. Reactants: CC(C)(Cc1ccncc1)C(=O)OCC[Si](C)(C)C, C[Si](C)(C)C#N, CCOC(C)=O, O, O=C(OO)c1cccc(Cl)c1. Product: CC(C)(Cc1ccnc(C#N)c1)C(=O)OCC[Si](C)(C)C. As a reaction SMILES: [CH3:1][C:2]([C:3](=[O:4])[O:5][CH2:6][CH2:7][Si:8]([CH3:9])([CH3:10])[CH3:11])([CH2:12][c:13]1[cH:14][cH:15][n:16][cH:17][cH:18]1)[CH3:19].[CH3:31][Si:32]([CH3:33])([CH3:34])[C:35]#[N:36].[CH3:38][CH2:39][O:40][C:41](=[O:42])[CH3:43].[OH2:37].[OH:20][O:21][C:22]([c:23]1[cH:24][c:25]([Cl:26])[cH:27][cH:28][cH:29]1)=[O:30]>>[CH3:1][C:2]([C:3](=[O:4])[O:5][CH2:6][CH2:7][Si:8]([CH3:9])([CH3:10])[CH3:11])([CH2:12][c:13]1[cH:14][c:15]([C:35]#[N:36])[n:16][cH:17][cH:18]1)[CH3:19]. Reactants: ClC=1C=C2C(C(NC2=CC1)=O)=O (5-chloroisatin), C1CCOC1 (THF), [Mg] (magnesium), BrC1=C(C=CC=C1)OC (1-bromo-2-methoxybenzene). Run in O (water), CCOCC (ether). Run at time 1 hour. Product: COC1=C(C=CC=C1)[Mg]Br (2-methoxyphenylmagnesium bromide), ClC=1C=C2C(C(NC2=CC1)=O)(C1=C(C=CC=C1)OC)O (5-Chloro-1,3-dihydro-3-hydroxy-3-(2-methoxyphenyl)indol-2-one). RXN SMILES: [Mg:1].[Br:2][C:3]1[CH:8]=[CH:7][CH:6]=[CH:5][C:4]=1[O:9][CH3:10].[Cl:11][C:12]1[CH:13]=[C:14]2[C:18](=[CH:19][CH:20]=1)[NH:17][C:16](=[O:21])[C:15]2=[O:22].C1[CH2:27][O:26]CC1>CCOCC.O>[CH3:27][O:26][C:12]1[CH:13]=[CH:14][CH:18]=[CH:19][C:20]=1[Mg:1][Br:2].[Cl:11][C:12]1[CH:13]=[C:14]2[C:18](=[CH:19][CH:20]=1)[NH:17][C:16](=[O:21])[C:15]2([OH:22])[C:3]1[CH:8]=[CH:7][CH:6]=[CH:5][C:4]=1[O:9][CH3:10]. Procedure details: A solution of 2-methoxyphenylmagnesium bromide is prepared from 1.35 g of magnesium and 10.5 g of 1-bromo-2-methoxybenzene in 100 ml of ether. This solution is added in 10 minutes at RT, under an argon atmosphere, to a mixture of 4.1 g of 5-chloroisatin and 70 ml of THF. After stirring for 1 hour at RT, water is added and the product is filtered off, redissolved in THF, dried over magnesium sulfate and evaporated under vacuum in the presence of iso ether. The residue is chromatographed on silica... Starting materials: BrC1=CC(=C(C=C1)C(=O)N1CCN(CC1)C1=NC(=C(C=C1C)C)C)F ((4-bromo-2-fluorophenyl)[4-(3,5,6-trimethylpyridin-2-yl)piperazin-1-yl]methanone), FC=1C=C(C=CC1C(=O)N1CCN(CC1)C1=NC(=C(C=C1C)C)C)N1C(N(C(C1C)=O)CC1=CC=C(C=C1)OC)=O (1-{3-fluoro-4-[4-(3,5,6-trimethylpyridin-2-yl)piperazine-1-carbonyl]phenyl}-3-(4-methoxybenzyl)-5-methylimidazolidine-2,4-dione), COC1=CC=C(CN2C(NC(C2=O)C)=O)C=C1 (3-(4-methoxybenzyl)-5-methylimidazolidine-2,4-dione). Yields the product FC=1C=C(C=CC1C(=O)N1CCN(CC1)C1=NC(=C(C=C1C)C)C)N1C(NC(C1C)=O)=O (1-{3-fluoro-4-[4-(3,5,6-trimethylpyridin-2-yl)piperazine-1-carbonyl]phenyl}-5-methylimidazolidine-2,4-dione). Reaction SMILES: BrC1C=CC(C(N2CCN(C3C(C)=CC(C)=C(C)N=3)CC2)=O)=C(F)C=1.COC1C=CC(CN2C(=O)C(C)NC2=O)=CC=1.[F:43][C:44]1[CH:45]=[C:46]([N:67]2[CH:71]([CH3:72])[C:70](=[O:73])[N:69](CC3C=CC(OC)=CC=3)[C:68]2=[O:83])[CH:47]=[CH:48][C:49]=1[C:50]([N:52]1[CH2:57][CH2:56][N:55]([C:58]2[C:63]([CH3:64])=[CH:62][C:61]([CH3:65])=[C:60]([CH3:66])[N:59]=2)[CH2:54][CH2:53]1)=[O:51]>>[F:43][C:44]1[CH:45]=[C:46]([N:67]2[CH:71]([CH3:72])[C:70](=[O:73])[NH:69][C:68]2=[O:83])[CH:47]=[CH:48][C:49]=1[C:50]([N:52]1[CH2:57][CH2:56][N:55]([C:58]2[C:63]([CH3:64])=[CH:62][C:61]([CH3:65])=[C:60]([CH3:66])[N:59]=2)[CH2:54][CH2:53]1)=[O:51]. Procedure: Using (4-bromo-2-fluorophenyl)[4-(3,5,6-trimethylpyridin-2-yl)piperazin-1-yl]methanone (325 mg) described in Preparation Example 128 and 3-(4-methoxybenzyl)-5-methylimidazolidine-2,4-dione (187 mg) described in Preparation Example 51 and by the reaction and treatment in the same manner as in Example 508, the title compound (169 mg) was obtained via 1-{3-fluoro-4-[4-(3,5,6-trimethylpyridin-2-yl)piperazine-1-carbonyl]phenyl}-3-(4-methoxybenzyl)-5-methylimidazolidine-2,4-dione. The reactants are CCO, O=S(=O)(c1ccc(Cl)nn1)N1CCN(c2ccc(C(O)(C(F)(F)F)C(F)(F)F)cc2)CC1, [NH4+], [OH-]. Yields the product Nc1ccc(S(=O)(=O)N2CCN(c3ccc(C(O)(C(F)(F)F)C(F)(F)F)cc3)CC2)nn1. Reaction SMILES: [CH3:35][CH2:36][OH:37].[Cl:1][c:2]1[cH:3][cH:4][c:5]([S:8](=[O:9])(=[O:10])[N:11]2[CH2:12][CH2:13][N:14]([c:17]3[cH:18][cH:19][c:20]([C:23]([C:24]([F:25])([F:26])[F:27])([C:28]([F:29])([F:30])[F:31])[OH:32])[cH:21][cH:22]3)[CH2:15][CH2:16]2)[n:6][n:7]1.[NH4+:33].[OH-:34]>>[c:2]1([NH2:33])[cH:3][cH:4][c:5]([S:8](=[O:9])(=[O:10])[N:11]2[CH2:12][CH2:13][N:14]([c:17]3[cH:18][cH:19][c:20]([C:23]([C:24]([F:25])([F:26])[F:27])([C:28]([F:29])([F:30])[F:31])[OH:32])[cH:21][cH:22]3)[CH2:15][CH2:16]2)[n:6][n:7]1. Starting materials: CC(=O)OC(C)=O, CCN(C(C)C)C(C)C, ClCCl, O=C(OCc1ccccc1)C1CNCCO1. Product: CC(=O)N1CCOC(C(=O)OCc2ccccc2)C1. As a reaction SMILES: [CH3:26][C:27](=[O:28])[O:29][C:30](=[O:31])[CH3:32].[CH:17]([N:18]([CH2:19][CH3:20])[CH:21]([CH3:22])[CH3:23])([CH3:24])[CH3:25].[Cl:33][CH2:34][Cl:35].[O:1]1[CH:2]([C:7](=[O:8])[O:9][CH2:10][c:11]2[cH:12][cH:13][cH:14][cH:15][cH:16]2)[CH2:3][NH:4][CH2:5][CH2:6]1>>[O:1]1[CH:2]([C:7](=[O:8])[O:9][CH2:10][c:11]2[cH:12][cH:13][cH:14][cH:15][cH:16]2)[CH2:3][N:4]([C:27]([CH3:26])=[O:28])[CH2:5][CH2:6]1.